This data is from the Open Reaction Database (ORD), a public repository of structured organic reaction records. The task is: describe an organic reaction: reactants, conditions, products, and yield The reactants are Brc1nccs1, [Li]CCCC, CON(C)C(=O)CN1CCN(C(=O)OC(C)(C)C)CC1, CCOC(C)=O, CCOCC, C1CCOC1, O. Product: CC(C)(C)OC(=O)N1CCN(CC(=O)c2nccs2)CC1. Reaction SMILES: [Br:6][c:7]1[s:8][cH:9][cH:10][n:11]1.[CH2:1]([Li:2])[CH2:3][CH2:4][CH3:5].[CH3:12][O:13][N:14]([C:15]([CH2:16][N:17]1[CH2:18][CH2:19][N:20]([C:23](=[O:24])[O:25][C:26]([CH3:27])([CH3:28])[CH3:29])[CH2:21][CH2:22]1)=[O:30])[CH3:31].[CH3:32][CH2:33][O:34][C:35](=[O:36])[CH3:37].[CH3:38][CH2:39][O:40][CH2:41][CH3:42].[O:43]1[CH2:44][CH2:45][CH2:46][CH2:47]1.[OH2:48]>>[c:7]1([C:15]([CH2:16][N:17]2[CH2:18][CH2:19][N:20]([C:23](=[O:24])[O:25][C:26]([CH3:27])([CH3:28])[CH3:29])[CH2:21][CH2:22]2)=[O:30])[s:8][cH:9][cH:10][n:11]1. The reactants are CC(=O)OCC1=C(N2[C@@H]([C@@H](C2=O)NC(=O)/C(=N\OC)/C3=CSC(=N3)N)SC1)C(=O)O (cefotaxime), [N-]=[N+]=[N-].[Na+] (sodium azide), [I-].[Na+] (sodium iodide). The solvent is P(=O)([O-])([O-])[O-] (phosphate). Reaction conditions: time 4.5 hour. Yields the product N(=[N+]=[N-])CC=1CS[C@H]2N(C1C(=O)O)C(C2NC(\C(=N/OC)\C=2N=C(SC2)N)=O)=O (3-azidomethyl-7-[2-(2-aminothiazol-4-yl)-2-((Z)-methoxyimino)acetamido]ceph-3-em-4-carboxylic acid). As a reaction SMILES: CC(O[CH2:5][C:6]1[CH2:27][S:26][C@@H:9]2[C@H:10]([NH:13][C:14](/[C:16](/[C:20]3[N:24]=[C:23]([NH2:25])[S:22][CH:21]=3)=[N:17]\[O:18][CH3:19])=[O:15])[C:11](=[O:12])[N:8]2[C:7]=1[C:28]([OH:30])=[O:29])=O.[N-:31]=[N+:32]=[N-:33].[Na+].[I-].[Na+]>P([O-])([O-])([O-])=O>[N:31]([CH2:5][C:6]1[CH2:27][S:26][C@@H:9]2[CH:10]([NH:13][C:14](=[O:15])/[C:16](/[C:20]3[N:24]=[C:23]([NH2:25])[S:22][CH:21]=3)=[N:17]\[O:18][CH3:19])[C:11](=[O:12])[N:8]2[C:7]=1[C:28]([OH:30])=[O:29])=[N+:32]=[N-:33] |f:1.2,3.4|. Reported procedure: To a solution of cefotaxime (5.24 g.) in phosphate buffer (pH 6.4, 440 ml.) was added sodium azide (2.86 g.) and sodium iodide (1.65 g.) and the mixture was immersed in a 70° bath with stirring for 4.5 hours. The solvent was evaporated to the point of precipitation and then the pH adjusted to 2.5 with 2N aqueous HCl. The resulting precipitate was collected, washed with water, acetone and ether and dried over P2O5 to give 3-azidomethyl-7-[2-(2-aminothiazol-4-yl)-2-((Z)-methoxyimino)acetamido]ceph... Reactants: N1(CCNCC1)C=1C=C2C=CC(NC2=CC1)=O (6-(1-piperazinyl)-2(1H)-quinolinone), CC1=CC=2N(C=C1)C=C(N2)CC(=O)O (7-methylimidazo[1,2-a]pyridine-2-acetic acid), C(=O)(N1C=NC=C1)N1C=NC=C1 (1,1'-carbonyldiimidazole), CN(C=O)C (N,N-dimethylformamide). Run in CS(=O)C (dimethylsulfoxide), C(C)N(CC)CC (triethylamine), C(Cl)(Cl)Cl (chloroform). Conditions: time 1 hour. The product is CC1=CC=2N(C=C1)C=C(N2)CC(=O)N2CCN(CC2)C=2C=C1C=CC(NC1=CC2)=O (6 -[4-(7-methylimidazo[1,2-a]pyridin-2-ylacetyl)-1-piperazinyl]-2(lH)-quinolinone). The yield is 37.3%. Reaction SMILES: [CH3:1][C:2]1[CH:7]=[CH:6][N:5]2[CH:8]=[C:9]([CH2:11][C:12]([OH:14])=O)[N:10]=[C:4]2[CH:3]=1.C(N1C=CN=C1)(N1C=CN=C1)=O.CN(C)C=O.[N:32]1([C:38]2[CH:39]=[C:40]3[C:45](=[CH:46][CH:47]=2)[NH:44][C:43](=[O:48])[CH:42]=[CH:41]3)[CH2:37][CH2:36][NH:35][CH2:34][CH2:33]1>CS(C)=O.C(N(CC)CC)C.C(Cl)(Cl)Cl>[CH3:1][C:2]1[CH:7]=[CH:6][N:5]2[CH:8]=[C:9]([CH2:11][C:12]([N:35]3[CH2:36][CH2:37][N:32]([C:38]4[CH:39]=[C:40]5[C:45](=[CH:46][CH:47]=4)[NH:44][C:43](=[O:48])[CH:42]=[CH:41]5)[CH2:33][CH2:34]3)=[O:14])[N:10]=[C:4]2[CH:3]=1. Procedure: A mixture of 7-methylimidazo[1,2-a]pyridine-2-acetic acid (571 mg), 1,1'-carbonyldiimidazole (535 mg), N,N-dimethylformamide (4.5 ml) and chloroform (7.5 ml) was stirred for 1 hour at ambient temperature. A solution of 6-(1-piperazinyl)-2(1H)-quinolinone (933 mg), triethylamine (607 mg) and dimethylsulfoxide (20 ml) was added thereto and the mixture was stirred for 2 hours at the same temperature. The resulting precipitates were collected, washed with chloroform,.and dissolved in 15% solution of...